This data is from the Open Reaction Database (ORD), a public repository of structured organic reaction records. The task is: describe an organic reaction: reactants, conditions, products, and yield Starting materials: BrC=1C=CC=C2C(CC3(CCN(CC3)C(=O)NC3C4CC5CC(CC3C5)C4)C12)C(C=O)(C)C ((±)-7-bromo-N-(2-adamantyl)-3-(2-methyl-1-oxopropan-2-yl)-2,3-dihydrospiro[indene-1,4′-piperidine]-1′-carboxamide), H2Cr2O7, CC(=O)C (acetone). Run at time 1 hour. Product: BrC=1C=CC=C2C(CC3(CCN(CC3)C(NC3C4CC5CC(CC3C5)C4)=O)C12)C(C(=O)O)(C)C ((±)-2-(7-bromo-1′-((2-adamantyl)carbamoyl)-2,3-dihydrospiro[indene-1,4′-piperidine]-3-yl)-2-methylpropanoic acid). The yield is 5.0%. As a reaction SMILES: [Br:1][C:2]1[CH:3]=[CH:4][CH:5]=[C:6]2[C:28]=1[C:9]1([CH2:14][CH2:13][N:12]([C:15]([NH:17][CH:18]3[CH:25]4[CH2:26][CH:21]5[CH2:22][CH:23]([CH2:27][CH:19]3[CH2:20]5)[CH2:24]4)=[O:16])[CH2:11][CH2:10]1)[CH2:8][CH:7]2[C:29]([CH3:33])([CH3:32])[CH:30]=[O:31].CC(C)=[O:36]>>[Br:1][C:2]1[CH:3]=[CH:4][CH:5]=[C:6]2[C:28]=1[C:9]1([CH2:10][CH2:11][N:12]([C:15](=[O:16])[NH:17][CH:18]3[CH:25]4[CH2:26][CH:21]5[CH2:22][CH:23]([CH2:27][CH:19]3[CH2:20]5)[CH2:24]4)[CH2:13][CH2:14]1)[CH2:8][CH:7]2[C:29]([CH3:33])([CH3:32])[C:30]([OH:36])=[O:31]. Reported procedure: To a solution of crude (±)-7-bromo-N-(2-adamantyl)-3-(2-methyl-1-oxopropan-2-yl)-2,3-dihydrospiro[indene-1,4′-piperidine]-1′-carboxamide (40 mg, 0.0778 mmol) in dry acetone was added H2Cr2O7 (234 mg, 0.8 mmol), and the solution was stirred for 1 h. 0.5 Treatment of the mixture with NaBH4 and concentration afforded the crude product which was purified by preparative HPLC to give (±)-2-(7-bromo-1′-((2-adamantyl)carbamoyl)-2,3-dihydrospiro[indene-1,4′-piperidine]-3-yl)-2-methylpropanoic acid (1.55 ... The reactants are CC(C)(C)OC(=O)C=Cc1cc[nH]c1, [H-], [Na+], O=S(=O)(Cl)c1ccc(-c2ccccc2)cc1. Product: CC(C)(C)OC(=O)C=Cc1ccn(S(=O)(=O)c2ccc(-c3ccccc3)cc2)c1. RXN SMILES: [C:3]([CH3:4])([CH3:5])([CH3:6])[O:7][C:8]([CH:9]=[CH:10][c:11]1[cH:12][nH:13][cH:14][cH:15]1)=[O:16].[H-:1].[Na+:2].[c:17]1(-[c:27]2[cH:28][cH:29][cH:30][cH:31][cH:32]2)[cH:18][cH:19][c:20]([S:23](=[O:24])(=[O:25])[Cl:26])[cH:21][cH:22]1>>[C:3]([CH3:4])([CH3:5])([CH3:6])[O:7][C:8]([CH:9]=[CH:10][c:11]1[cH:12][n:13]([S:23]([c:20]2[cH:19][cH:18][c:17](-[c:27]3[cH:28][cH:29][cH:30][cH:31][cH:32]3)[cH:22][cH:21]2)(=[O:24])=[O:25])[cH:14][cH:15]1)=[O:16]. The reactants are ClC=1C=CC=C2C(=C(N=NC12)C1=CC=CC=C1)C=1C=C(C=CC1)N (3-(8-chloro-3-phenyl-cinnolin-4-yl)-phenylamine), FC1=C(C=O)C=C(C=C1)C(F)(F)F (2-fluoro-5-trifluoromethylbenzaldehyde). The product is ClC=1C=CC=C2C(=C(N=NC12)C1=CC=CC=C1)C=1C=C(C=CC1)NCC1=C(C=CC(=C1)C(F)(F)F)F ([3-(8-Chloro-3-phenylcinnolin-4-yl)phenyl][2-fluoro-5-(trifluoromethyl)benzyl]amine). Reaction SMILES: [Cl:1][C:2]1[CH:3]=[CH:4][CH:5]=[C:6]2[C:11]=1[N:10]=[N:9][C:8]([C:12]1[CH:17]=[CH:16][CH:15]=[CH:14][CH:13]=1)=[C:7]2[C:18]1[CH:19]=[C:20]([NH2:24])[CH:21]=[CH:22][CH:23]=1.[F:25][C:26]1[CH:33]=[CH:32][C:31]([C:34]([F:37])([F:36])[F:35])=[CH:30][C:27]=1[CH:28]=O>>[Cl:1][C:2]1[CH:3]=[CH:4][CH:5]=[C:6]2[C:11]=1[N:10]=[N:9][C:8]([C:12]1[CH:13]=[CH:14][CH:15]=[CH:16][CH:17]=1)=[C:7]2[C:18]1[CH:19]=[C:20]([NH:24][CH2:28][C:27]2[CH:30]=[C:31]([C:34]([F:35])([F:37])[F:36])[CH:32]=[CH:33][C:26]=2[F:25])[CH:21]=[CH:22][CH:23]=1. Procedure: The title compound was prepared from 3-(8-chloro-3-phenyl-cinnolin-4-yl)-phenylamine and 2-fluoro-5-trifluoromethylbenzaldehyde according to the procedure of Step 5 Example 6. MS (ES) m/z 507.9. The reactants are [O-]CC.[Na+] (Sodium ethoxide), C1(CCCC1)OC1=C(C=CC(=C1OC1CCCC1)OC)C(CC(=O)OC)=O (methyl 3-(2,3-bis(cyclopentyloxy)-4-methoxyphenyl)-3-oxopropanoate), BrCCOCC1=CC=CC=C1 (((2-bromoethoxy)methyl)benzene). Run in C(C)O (ethanol). Conditions: time 8 hour. Yields the product C(C1=CC=CC=C1)OCCC(C(=O)OCC)C(C1=C(C(=C(C=C1)OC)OC1CCCC1)OC1CCCC1)=O (ethyl 4-(benzyloxy)-2-(2,3-bis(cyclopentyloxy)-4-methoxybenzoyl)butanoate). RXN SMILES: [O-][CH2:2]C.[Na+].[CH:5]1([O:10][C:11]2[C:16]([O:17][CH:18]3[CH2:22][CH2:21][CH2:20][CH2:19]3)=[C:15]([O:23][CH3:24])[CH:14]=[CH:13][C:12]=2[C:25](=[O:31])[CH2:26][C:27]([O:29][CH3:30])=[O:28])[CH2:9][CH2:8][CH2:7][CH2:6]1.Br[CH2:33][CH2:34][O:35][CH2:36][C:37]1[CH:42]=[CH:41][CH:40]=[CH:39][CH:38]=1>C(O)C>[CH2:36]([O:35][CH2:34][CH2:33][CH:26]([C:25](=[O:31])[C:12]1[CH:13]=[CH:14][C:15]([O:23][CH3:24])=[C:16]([O:17][CH:18]2[CH2:22][CH2:21][CH2:20][CH2:19]2)[C:11]=1[O:10][CH:5]1[CH2:6][CH2:7][CH2:8][CH2:9]1)[C:27]([O:29][CH2:30][CH3:2])=[O:28])[C:37]1[CH:42]=[CH:41][CH:40]=[CH:39][CH:38]=1 |f:0.1|. Procedure: Sodium ethoxide (2.0 g, 29 mmol) was added to a solution of methyl 3-(2,3-bis(cyclopentyloxy)-4-methoxyphenyl)-3-oxopropanoate (11 g, 29 mmol) and ethanol (150 mL) at rt. After refluxing for 1 h, ((2-bromoethoxy)methyl)benzene (12.5 g, 57.8 mmol) was added and refluxing was continued overnight. The reaction was allowed to cool to rt, concentrated, diluted with ethyl acetate (300 mL), and then washed with brine (50 mL×2). The organic layer was dried, filtered, concentrated, and purified by silica... Reactants: BrB(Br)Br, C1=CCCCC1, ClCCl, COc1cccc(S(=O)(=O)N2c3ccc(F)cc3-c3cc(F)ccc3C2C)c1. Yields the product CC1c2ccc(F)cc2-c2cc(F)ccc2N1S(=O)(=O)c1cccc(O)c1. Reaction SMILES: [B:35]([Br:36])([Br:37])[Br:38].[CH2:29]1[CH2:30][CH:31]=[CH:32][CH2:33][CH2:34]1.[Cl:39][CH2:40][Cl:41].[F:1][c:2]1[cH:3][c:4]2[c:13]([cH:14][cH:15]1)[N:12]([S:16](=[O:17])(=[O:18])[c:19]1[cH:20][c:21]([O:25][CH3:26])[cH:22][cH:23][cH:24]1)[CH:11]([CH3:27])[c:10]1[c:5]-2[cH:6][c:7]([F:28])[cH:8][cH:9]1>>[F:1][c:2]1[cH:3][c:4]2[c:13]([cH:14][cH:15]1)[N:12]([S:16](=[O:17])(=[O:18])[c:19]1[cH:20][c:21]([OH:25])[cH:22][cH:23][cH:24]1)[CH:11]([CH3:27])[c:10]1[c:5]-2[cH:6][c:7]([F:28])[cH:8][cH:9]1. Solvent: N1=CC=CC=C1 (pyridine), C1=CC=CC=C1 (benzene). Starting materials: O=P(Cl)(Cl)Cl (POCl3), COC1=C2CCCC(C2=CC=C1)=O (5-methoxy-1-tetralone), [Si](C)(C)(C)C#N (TMSCN), [Al+3].[Cl-].[Cl-].[Cl-] (AlCl3). Reported procedure: A solution of 5-methoxy-1-tetralone (52.0 g, 0.29 mole, Aldrich), TMSCN (51 mL, 0.38 mole, Aldrich), 40 mL dry benzene, and catalytic AlCl3 was stirred under N2 at 65° C. for 1 hour. The reaction mixture was cooled and evaporated to dryness. To the residue was added 300 mL pyridine and POCl3 (80 mL, 0.88 mole). The reaction mixture was stirred at reflux for 2 hours, then was cooled to room temperature and was poured onto ice/concentrated HCl. A precipitate was collected, washed with water, and p... RXN SMILES: [CH3:1][O:2][C:3]1[CH:12]=[CH:11][CH:10]=[C:9]2[C:4]=1[CH2:5][CH2:6][CH2:7][C:8]2=O.[Si]([C:18]#[N:19])(C)(C)C.[Al+3].[Cl-].[Cl-].[Cl-].O=P(Cl)(Cl)Cl>N1C=CC=CC=1.C1C=CC=CC=1>[C:18]([C:8]1[C:9]2[C:4](=[C:3]([O:2][CH3:1])[CH:12]=[CH:11][CH:10]=2)[CH2:5][CH2:6][CH:7]=1)#[N:19] |f:2.3.4.5|. The product is C(#N)C1=CCCC2=C(C=CC=C12)OC (1-Cyano-5-methoxy-3,4-dihydronaphthalene). Procedure details: (3,4,5,6-Tetrahydro-1H-pyrrolo[3,4-c]pyrrol-2-yl)(2-trifluoromethylphenyl)methanone trifluoroacetate (example 1b) (500 mg, 1.26 mmol) was reacted analogously to example 4b with 3-chloro-6-(tetrahydropyran-4-ylmethoxy)pyridazine (288.6 mg, 1.26 mmol). Yield: 129 mg (17%), M+H+: 475.18. The product is FC(C(=O)O)(F)F.O1CCC(CC1)COC1=CC=C(N=N1)N1CC2=C(C1)CN(C2)C(=O)C2=C(C=CC=C2)C(F)(F)F ({5-[6-(Tetrahydropyran-4-ylmethoxy)pyridazin-3-yl]-3,4,5,6-tetrahydro-1H-pyrrolo[3,4-c]pyrrol-2-yl}-(2-trifluoromethylphenyl)methanone trifluoroacetate). Reactants: FC(C(=O)O)(F)F.C1N(CC2=C1CNC2)C(=O)C2=C(C=CC=C2)C(F)(F)F ((3,4,5,6-Tetrahydro-1H-pyrrolo[3,4-c]pyrrol-2-yl)(2-trifluoromethylphenyl)methanone trifluoroacetate), ClC=1N=NC(=CC1)OCC1CCOCC1 (3-chloro-6-(tetrahydropyran-4-ylmethoxy)pyridazine). As a reaction SMILES: [F:1][C:2]([F:7])([F:6])[C:3]([OH:5])=[O:4].[CH2:8]1[C:12]2[CH2:13][NH:14][CH2:15][C:11]=2[CH2:10][N:9]1[C:16]([C:18]1[CH:23]=[CH:22][CH:21]=[CH:20][C:19]=1[C:24]([F:27])([F:26])[F:25])=[O:17].Cl[C:29]1[N:30]=[N:31][C:32]([O:35][CH2:36][CH:37]2[CH2:42][CH2:41][O:40][CH2:39][CH2:38]2)=[CH:33][CH:34]=1>>[F:1][C:2]([F:7])([F:6])[C:3]([OH:5])=[O:4].[O:40]1[CH2:41][CH2:42][CH:37]([CH2:36][O:35][C:32]2[N:31]=[N:30][C:29]([N:14]3[CH2:13][C:12]4[CH2:8][N:9]([C:16]([C:18]5[CH:23]=[CH:22][CH:21]=[CH:20][C:19]=5[C:24]([F:27])([F:25])[F:26])=[O:17])[CH2:10][C:11]=4[CH2:15]3)=[CH:34][CH:33]=2)[CH2:38][CH2:39]1 |f:0.1,3.4|.